Dataset: the Open Reaction Database (ORD), a public repository of structured organic reaction records. Task: describe an organic reaction: reactants, conditions, products, and yield Procedure details: A mixture of the above alcohol (1.15 g) and sodium hydride (230 mg, 60% dispersion in oil) and methyl iodide (0.6 ml) in dry N,N-dimethylformamide was stirred for 3 hrs at room temperature. The mixture was cooled to 0° C., and reaction was quenched by addition of water. The pH of the mixture was adjusted to pH 7 with 0.1N hydrochloric acid. The mixture was extracted with diethyl ether, and the combined organic layers were washed with brine, dried over sodium sulfate, filtered and concentrated to... Run at time 3 hour. The reactants are O[C@@H]1[C@H]([C@@H](CCC1(C)C)C(=C)C)C(=O)OC (methyl (1S,2R,6R)-2-hydroxy-3,3-dimethyl-6-(1-methylvinyl)cyclohexane-1-carboxylate), [H-].[Na+] (sodium hydride), CI (methyl iodide). The yield is 92.0%. The solvent is CN(C=O)C (N,N-dimethylformamide). Product: CO[C@@H]1[C@H]([C@@H](CCC1(C)C)C(=C)C)C(=O)OC (methyl (1S,2R,6R)-2-methoxy-3,3-dimethyl-6-(1-methylvinyl)-cyclohexane-1-carboxylate). Reaction SMILES: [OH:1][C@H:2]1[C:7]([CH3:9])([CH3:8])[CH2:6][CH2:5][C@@H:4]([C:10]([CH3:12])=[CH2:11])[C@@H:3]1[C:13]([O:15][CH3:16])=[O:14].[H-].[Na+].[CH3:19]I>CN(C)C=O>[CH3:19][O:1][C@H:2]1[C:7]([CH3:9])([CH3:8])[CH2:6][CH2:5][C@@H:4]([C:10]([CH3:12])=[CH2:11])[C@@H:3]1[C:13]([O:15][CH3:16])=[O:14] |f:1.2|. Reactants: COc2nc(OC)nc(Oc1ccc(C(C)=O)cc1)n2 (substrate), OB(O)c1cccc(C(F)(F)F)c1 (effective_coupling_partner). Reagents/catalysts: dppf. Reaction conditions: temperature 110 celsius, time 24 hour. Yields the product CC(=O)c2ccc(c1cccc(C(F)(F)F)c1)cc2.